Dataset: the Open Reaction Database (ORD), a public repository of structured organic reaction records. Task: describe an organic reaction: reactants, conditions, products, and yield Starting materials: CC(C)C(C(=O)N(C)C)N(C(=O)[O-])C(C)(C)C, C1COCCO1, Cl. Yields the product Cl, CC(C)C(N)C(=O)N(C)C. Reaction SMILES: [C:1]([N:5]([C:2](=[O:3])[O-:4])[CH:9]([CH:10]([CH3:11])[CH3:12])[C:13](=[O:14])[N:15]([CH3:16])[CH3:17])([CH3:6])([CH3:7])[CH3:8].[CH2:19]1[O:20][CH2:21][CH2:22][O:23][CH2:24]1.[ClH:18]>>[ClH:18].[NH2:5][CH:9]([CH:10]([CH3:11])[CH3:12])[C:13](=[O:14])[N:15]([CH3:16])[CH3:17].